This data is from the Open Reaction Database (ORD), a public repository of structured organic reaction records. The task is: describe an organic reaction: reactants, conditions, products, and yield The reactants are CC(=O)Nc1nc(C)c(-c2ccc(S(=O)(=O)Cl)s2)s1, C#CCN, CCN(C(C)C)C(C)C, ClCCl. Product: C#CCNS(=O)(=O)c1ccc(-c2sc(NC(C)=O)nc2C)s1. RXN SMILES: [C:1]([CH3:2])(=[O:3])[NH:4][c:5]1[s:6][c:7](-[c:11]2[cH:12][cH:13][c:14]([S:16](=[O:17])(=[O:18])[Cl:19])[s:15]2)[c:8]([CH3:10])[n:9]1.[CH2:20]([C:21]#[CH:22])[NH2:23].[CH:24]([N:25]([CH:26]([CH3:27])[CH3:28])[CH2:29][CH3:30])([CH3:31])[CH3:32].[Cl:33][CH2:34][Cl:35]>>[C:1]([CH3:2])(=[O:3])[NH:4][c:5]1[s:6][c:7](-[c:11]2[cH:12][cH:13][c:14]([S:16](=[O:17])(=[O:18])[NH:23][CH2:20][C:21]#[CH:22])[s:15]2)[c:8]([CH3:10])[n:9]1. The reactants are CN1[C@@](C(=O)N[C@@H](C(C)C)C(=O)N(C)[C@H]([C@@H](CC(=O)OC(C)(C)C)OC)[C@H](CC)C)(CCC1)C (1,2-dimethyl-D-prolyl-N-[(3R,4S,5S)-1-tert-butoxy-3-methoxy-5-methyl-1-oxoheptan-4-yl]-N-methyl-L-valinamide), FC(C(=O)O)(F)F (trifluoroacetic acid), crude desired material. Solvent: ClCCl (dichloromethane). The product is CN1[C@@](C(=O)N[C@@H](C(C)C)C(=O)N(C)[C@H]([C@@H](CC(=O)O)OC)[C@H](CC)C)(CCC1)C (1,2-dimethyl-D-prolyl-N-[(2R,3S,4S)-1-carboxy-2-methoxy-4-methylhexan-3-yl]-N-methyl-L-valinamide). The yield is 109.4%. As a reaction SMILES: [CH3:1][N:2]1[CH2:33][CH2:32][CH2:31][C@:3]1([CH3:34])[C:4]([NH:6][C@H:7]([C:11]([N:13]([C@@H:15]([C@@H:27]([CH3:30])[CH2:28][CH3:29])[C@H:16]([O:25][CH3:26])[CH2:17][C:18]([O:20]C(C)(C)C)=[O:19])[CH3:14])=[O:12])[CH:8]([CH3:10])[CH3:9])=[O:5].FC(F)(F)C(O)=O>ClCCl>[CH3:1][N:2]1[CH2:33][CH2:32][CH2:31][C@:3]1([CH3:34])[C:4]([NH:6][C@H:7]([C:11]([N:13]([C@@H:15]([C@@H:27]([CH3:30])[CH2:28][CH3:29])[C@H:16]([O:25][CH3:26])[CH2:17][C:18]([OH:20])=[O:19])[CH3:14])=[O:12])[CH:8]([CH3:10])[CH3:9])=[O:5]. Procedure: According to the general procedure B, from #195 (11.1 g, 21.6 mmol, 1 eq.), dichloromethane (100 mL) and trifluoroacetic acid (40 mL) was synthesized the crude desired material, to obtain #196 (10.1 g, quantitative yield) which was used in the next step without further purification. LC-MS (Protocol Z): m/z 428.5 [M+H+], retention time=0.9 minutes. Procedure: Under the same conditions as the method for synthesizing Compound A7-17, the title compound was prepared from Compound A6 and 2-chloroethylurea. Starting materials: OC=1C=CC2=C(C(C=3NC4=CC(=CC=C4C3C2=O)C#N)(C)C)C1 (8-Hydroxy-6,6-dimethyl-11-oxo-6,11-dihydro-5H-benzo[b]carbazole-3-carbonitrile), ClCCNC(=O)N (2-chloroethylurea). Product: C(#N)C1=CC=C2C=3C(C4=C(C(C3NC2=C1)(C)C)C=C(C=C4)OCCNC(=O)N)=O ([2-(3-Cyano-6,6-dimethyl-11-oxo-6,11-dihydro-5H-benzo[b]carbazol-8-yloxy)-ethyl]-urea). RXN SMILES: [OH:1][C:2]1[CH:3]=[CH:4][C:5]2[C:17](=[O:18])[C:16]3[C:15]4[C:10](=[CH:11][C:12]([C:19]#[N:20])=[CH:13][CH:14]=4)[NH:9][C:8]=3[C:7]([CH3:22])([CH3:21])[C:6]=2[CH:23]=1.Cl[CH2:25][CH2:26][NH:27][C:28]([NH2:30])=[O:29]>>[C:19]([C:12]1[CH:11]=[C:10]2[C:15]([C:16]3[C:17](=[O:18])[C:5]4[CH:4]=[CH:3][C:2]([O:1][CH2:25][CH2:26][NH:27][C:28]([NH2:30])=[O:29])=[CH:23][C:6]=4[C:7]([CH3:21])([CH3:22])[C:8]=3[NH:9]2)=[CH:14][CH:13]=1)#[N:20]. Reactants: COc1ccc(F)c2cc(C(N)=O)sc12, O=P(Cl)(Cl)Cl. The product is COc1ccc(F)c2cc(C#N)sc12. As a reaction SMILES: [F:1][c:2]1[cH:3][cH:4][c:5]([O:14][CH3:15])[c:6]2[c:7]1[cH:8][c:9]([C:11](=[O:12])[NH2:13])[s:10]2.[P:16]([Cl:17])([Cl:18])([Cl:19])=[O:20]>>[F:1][c:2]1[cH:3][cH:4][c:5]([O:14][CH3:15])[c:6]2[c:7]1[cH:8][c:9]([C:11]#[N:13])[s:10]2. Product: Cc1csc(NC(=O)Cn2c3c(c4cccc(Br)c42)CCNCC3)n1, Cl. Reaction SMILES: [Br:1][c:2]1[cH:3][cH:4][cH:5][c:6]2[c:7]3[c:8]([n:9]([CH2:11][C:12](=[O:13])[NH:14][c:15]4[s:16][cH:17][c:18]([CH3:20])[n:19]4)[c:10]12)[CH2:21][CH2:22][N:23]([C:26]([O:27][C:28]([CH3:29])([CH3:30])[CH3:31])=[O:32])[CH2:24][CH2:25]3.[CH3:34][CH2:35][O:36][C:37]([CH3:38])=[O:39].[ClH:33].[O:40]1[CH2:41][CH2:42][O:43][CH2:44][CH2:45]1>>[Br:1][c:2]1[cH:3][cH:4][cH:5][c:6]2[c:7]3[c:8]([n:9]([CH2:11][C:12](=[O:13])[NH:14][c:15]4[s:16][cH:17][c:18]([CH3:20])[n:19]4)[c:10]12)[CH2:21][CH2:22][NH:23][CH2:24][CH2:25]3.[ClH:33]. The reactants are Cc1csc(NC(=O)Cn2c3c(c4cccc(Br)c42)CCN(C(=O)OC(C)(C)C)CC3)n1, CCOC(C)=O, Cl, C1COCCO1. Reactants: NN (Hydrazine), N1(CCOCC1)CCCCCCCC1=C2C(C(=O)NC2=O)=CC=C1 (7-morpholinylheptylphthalimide). The solvent is CO (methanol). Yields the product N1(CCOCC1)CCCCCCCN (7-morpholinylheptylamine). As a reaction SMILES: [NH2:1]N.[N:3]1([CH2:9][CH2:10][CH2:11][CH2:12][CH2:13][CH2:14][CH2:15]C2C=CC=C3C(NC(=O)C=23)=O)[CH2:8][CH2:7][O:6][CH2:5][CH2:4]1>CO>[N:3]1([CH2:9][CH2:10][CH2:11][CH2:12][CH2:13][CH2:14][CH2:15][NH2:1])[CH2:4][CH2:5][O:6][CH2:7][CH2:8]1. Procedure details: Hydrazine (aqueous solution at 35% by wt.) (0.15 ml; 1.6 mmoles) was added to 7-morpholinylheptylphthalimide (264 mg; 0.8 mmoles) in methanol (5 ml) and the resulting solution was refluxed. Reaction times and process as per Example 1.